This data is from the Open Reaction Database (ORD), a public repository of structured organic reaction records. The task is: describe an organic reaction: reactants, conditions, products, and yield Starting materials: C(=O)NC=1SC=C(N1)C(C(=O)NC1[C@@H]2N(C(=C(CS2)Cl)C(=O)OCC2=CC=C(C=C2)[N+](=O)[O-])C1=O)=NOC (p-nitrobenzyl 7-{2-(2-formamido-4-thiazolyl)-2-methoxyiminoacetamido}-3-chloro-3-cephem-4-carboxylate), O1CCCC1 (tetrahydrofuran). Reagents/catalysts: [C].[Pd] (Palladium carbon). Solvent: CO (methanol). Product: C(=O)NC=1SC=C(N1)C(C(=O)NC1[C@@H]2N(C(=C(CS2)Cl)C(=O)O)C1=O)=NOC (7-{2-(2-formamido-4-thiazolyl)-2-methoxyiminoacetamido}-3-chloro-3-cephem-4-carboxylic acid). Yield: 52.8%. As a reaction SMILES: [CH:1]([NH:3][C:4]1[S:5][CH:6]=[C:7]([C:9](=[N:36][O:37][CH3:38])[C:10]([NH:12][CH:13]2[C:34](=[O:35])[N:15]3[C:16]([C:21]([O:23]CC4C=CC([N+]([O-])=O)=CC=4)=[O:22])=[C:17]([Cl:20])[CH2:18][S:19][C@H:14]23)=[O:11])[N:8]=1)=[O:2].O1CCCC1>CO.[C].[Pd]>[CH:1]([NH:3][C:4]1[S:5][CH:6]=[C:7]([C:9](=[N:36][O:37][CH3:38])[C:10]([NH:12][CH:13]2[C:34](=[O:35])[N:15]3[C:16]([C:21]([OH:23])=[O:22])=[C:17]([Cl:20])[CH2:18][S:19][C@H:14]23)=[O:11])[N:8]=1)=[O:2] |f:3.4|. Procedure details: 10% Palladium carbon (0.6 g.) was added to a solution of p-nitrobenzyl 7-{2-(2-formamido-4-thiazolyl)-2-methoxyiminoacetamido}-3-chloro-3-cephem-4-carboxylate (anti isomer, 1.16 g.) in methanol 20 ml.) and tetrahydrofuran (40 ml.), and the mixture was subjected to catalytic reduction at room temperature under atmospheric pressure for 5 hours. After removing the catalyst from the reaction mixture, the filtrate was concentrated under reduced pressure. Water (30 ml.) and ethyl acetate (60 ml.) were...